From a dataset of the Open Reaction Database (ORD), a public repository of structured organic reaction records. describe an organic reaction: reactants, conditions, products, and yield Reactants: ClC1=C(C=C(C=C1)N1CCN(CCC1)C(=O)OC(C)(C)C)C(=O)OCC (4-[4-chloro-3-(ethoxycarbonyl)phenyl]hexahydro-1H-1,4-diazepine-1-carboxylic acid, 1,1-dimethylethyl ester), O.[OH-].[Li+] (lithium hydroxide monohydrate), C(C)O.O (ethanol water), O.[OH-].[Li+] (lithium hydroxide monohydrate), O1CCCC1 (tetrahydrofuran). Solvent: O (water). Reaction conditions: time 14 hour. Yields the product C(=O)(O)C=1C=C(C=CC1Cl)N1CCN(CCC1)C(=O)OC(C)(C)C (4-(3-Carboxy4-chlorophenyl)hexahydro-1H-1,4-diazepine-1-carboxylic acid, 1,1-dimethylethyl ester). As a reaction SMILES: [Cl:1][C:2]1[CH:7]=[CH:6][C:5]([N:8]2[CH2:14][CH2:13][CH2:12][N:11]([C:15]([O:17][C:18]([CH3:21])([CH3:20])[CH3:19])=[O:16])[CH2:10][CH2:9]2)=[CH:4][C:3]=1[C:22]([O:24]CC)=[O:23].O.[OH-].[Li+].C(O)C.O.O1CCCC1>O>[C:22]([C:3]1[CH:4]=[C:5]([N:8]2[CH2:14][CH2:13][CH2:12][N:11]([C:15]([O:17][C:18]([CH3:21])([CH3:20])[CH3:19])=[O:16])[CH2:10][CH2:9]2)[CH:6]=[CH:7][C:2]=1[Cl:1])([OH:24])=[O:23] |f:1.2.3,4.5|. Procedure details: A suspension of 4-[4-chloro-3-(ethoxycarbonyl)phenyl]hexahydro-1H-1,4-diazepine-1-carboxylic acid, 1,1-dimethylethyl ester (Example 5a, 0.21 g), lithium hydroxide monohydrate (1.05 ml of 3M solution in water) in 1:1 ethanol/water (7 ml) was stirred at room temperature for 14 h. More lithium hydroxide monohydrate (0.55 ml of 3M solution in water) was added followed by tetrahydrofuran (1 ml). The resulting solution was stirred for 4 h at room temperature then poured into water and extracted with d... Reactants: CC(C)(C)C(=O)Oc1cccc2ccccc12 (substrate), Cc1cccc(B(O)O)c1 (effective_coupling_partner). The reagents and catalysts are PCy3. Conditions: temperature 80 celsius, time 24 hour. Product: Cc3cccc(c1cccc2ccccc12)c3.